This data is from the Open Reaction Database (ORD), a public repository of structured organic reaction records. The task is: describe an organic reaction: reactants, conditions, products, and yield Reactants: COCCOc1cc(NC(=O)OC(C)(C)C)c(NC(=O)CC(=O)c2cccc(-c3ccnc(C)c3)c2)cc1C(F)(F)F, ClCCl, O=C(O)C(F)(F)F. The product is COCCOc1cc2c(cc1C(F)(F)F)NC(=O)CC(c1cccc(-c3ccnc(C)c3)c1)=N2. As a reaction SMILES: [C:1]([O:2][C:3](=[O:4])[NH:7][c:8]1[c:9]([NH:23][C:24]([CH2:25][C:26](=[O:5])[c:28]2[cH:29][c:30](-[c:34]3[cH:35][c:36]([CH3:40])[n:37][cH:38][cH:39]3)[cH:31][cH:32][cH:33]2)=[O:41])[cH:10][c:11]([C:19]([F:20])([F:21])[F:22])[c:12]([O:14][CH2:15][CH2:16][O:17][CH3:18])[cH:13]1)([CH3:6])([CH3:27])[CH3:42].[Cl:50][CH2:51][Cl:52].[F:43][C:44]([F:45])([F:46])[C:47]([OH:48])=[O:49]>>[N:7]1=[C:26]([c:28]2[cH:29][c:30](-[c:34]3[cH:35][c:36]([CH3:40])[n:37][cH:38][cH:39]3)[cH:31][cH:32][cH:33]2)[CH2:25][C:24](=[O:41])[NH:23][c:9]2[c:8]1[cH:13][c:12]([O:14][CH2:15][CH2:16][O:17][CH3:18])[c:11]([C:19]([F:20])([F:21])[F:22])[cH:10]2. Reactants: OC1=CC(C2=CC=CC(=C2C1=O)C)=O (3-hydroxy-5-methyl-1,4-naphthoquinone), ( d ), [N+](=O)(O)[O-] (nitric acid). Run in C(Cl)(Cl)Cl (chloroform). Product: OC1=C(C(C2=CC=CC(=C2C1=O)C)=O)[N+](=O)[O-] (3-Hydroxy-5-methyl-2-nitro-1,4-naphthoquinone). Isolated yield 43.0%. Reaction SMILES: [OH:1][C:2]1[C:11](=[O:12])[C:10]2[C:5](=[CH:6][CH:7]=[CH:8][C:9]=2[CH3:13])[C:4](=[O:14])[CH:3]=1.[N+:15]([O-])([OH:17])=[O:16]>C(Cl)(Cl)Cl>[OH:1][C:2]1[C:11](=[O:12])[C:10]2[C:5](=[CH:6][CH:7]=[CH:8][C:9]=2[CH3:13])[C:4](=[O:14])[C:3]=1[N+:15]([O-:17])=[O:16]. Procedure: A solution of 3-hydroxy-5-methyl-1,4-naphthoquinone (1.9g) in chloroform (200ml) was nitrated with fuming nitric acid according to example 1(a). A yield of 1.01g (43%) of material of m.p. 148°-149° C (d) was obtained. (Found; C, 56.69; H, 3.16; N, 5,73; C11H7NO5 requires; C, 56.66; H, 3.03; N, 6.01%). Reactants: COC=1C=C2C(=N[C@H]3CCCC[C@H]3C2=CC1OC)C1=CC=C(C=C1)NS(=O)(=O)C1=CC=C(C=C1)C ((+/-)-cis-8,9-dimethoxy-6-(4-p-toluenesulfonamidophenyl)-1,2,3,4,4a,10b-hexahydrophenanthridine), C1(=CC=C(C=C1)S(=O)(=O)Cl)C (p-toluenesulfonyl chloride), [H-].[Na+] (sodium hydride), ice water. The solvent is CN(C=O)C (dimethylformamide), CN(C=O)C (dimethylformamide), CN(C=O)C (dimethylformamide). Reaction conditions: time 2 hour. Product: COC=1C=C2C(=N[C@H]3CCCC[C@H]3C2=CC1OC)C1=CC=C(C=C1)N(S(=O)(=O)C1=CC=C(C=C1)C)S(=O)(=O)C1=CC=C(C=C1)C ((+/-)-cis-8,9-Dimethoxy-6-[4-bis(p-toluenesulfonyl)aminophenyl]-1,2,3,4,4a,10b-hexahydrophenanthridine). RXN SMILES: [CH3:1][O:2][C:3]1[CH:4]=[C:5]2[C:14](=[CH:15][C:16]=1[O:17][CH3:18])[C@H:13]1[C@H:8]([CH2:9][CH2:10][CH2:11][CH2:12]1)[N:7]=[C:6]2[C:19]1[CH:24]=[CH:23][C:22]([NH:25][S:26]([C:29]2[CH:34]=[CH:33][C:32]([CH3:35])=[CH:31][CH:30]=2)(=[O:28])=[O:27])=[CH:21][CH:20]=1.[C:36]1([CH3:46])[CH:41]=[CH:40][C:39]([S:42](Cl)(=[O:44])=[O:43])=[CH:38][CH:37]=1.[H-].[Na+]>CN(C)C=O>[CH3:1][O:2][C:3]1[CH:4]=[C:5]2[C:14](=[CH:15][C:16]=1[O:17][CH3:18])[C@H:13]1[C@H:8]([CH2:9][CH2:10][CH2:11][CH2:12]1)[N:7]=[C:6]2[C:19]1[CH:24]=[CH:23][C:22]([N:25]([S:42]([C:39]2[CH:40]=[CH:41][C:36]([CH3:46])=[CH:37][CH:38]=2)(=[O:44])=[O:43])[S:26]([C:29]2[CH:30]=[CH:31][C:32]([CH3:35])=[CH:33][CH:34]=2)(=[O:27])=[O:28])=[CH:21][CH:20]=1 |f:2.3|. Reported procedure: 2.0 g of (+/-)-cis-8,9-dimethoxy-6-(4-p-toluenesulfonamidophenyl)-1,2,3,4,4a,10b-hexahydrophenanthridine in 5 ml of dimethylformamide and then 1.0 g of p-toluenesulfonyl chloride in 5 ml of dimethylformamide are added dropwise to a suspension of 200 mg of 80% strength sodium hydride in 20 ml of dimethylformamide. After stirring at RT for 2 h, the mixture is added to ice-water and extracted with ethyl acetate/diethyl ether in the ratio 1:1. After drying and concentration of the organic phase, the... The reactants are C(C)OC(C(CC1=CC=C(C2=CC=CC=C12)OCC=C)OCC)=O ([rac]-3-(4-allyloxy-naphthalen-1-yl)-2-ethoxy-propionic acid ethyl ester), C(C)OC(C(CC1=CC=C(C2=CC=CC=C12)O)OCC)=O ([rac]-2-ethoxy-3-(4-hydroxy-naphthalen-1-yl)-propionic acid ethyl ester), C(C=C)Br (allylbromide), C([O-])([O-])=O.[K+].[K+] (potassium carbonate). The solvent is CC(=O)C (acetone). Conditions: temperature 160 celsius, time 2 hour. The product is C(C)OC(C(CC1=CC(=C(C2=CC=CC=C12)O)CC=C)OCC)=O ([rac]-3-(3-allyl-4-hydroxy-naphthalen-1-yl)-2-ethoxy-propionic acid ethyl ester). Yield: 94.0%. As a reaction SMILES: [CH2:1]([O:3][C:4](=[O:24])[CH:5]([O:21][CH2:22][CH3:23])[CH2:6][C:7]1[C:16]2[C:11](=[CH:12][CH:13]=[CH:14][CH:15]=2)[C:10]([O:17]CC=C)=[CH:9][CH:8]=1)[CH3:2].C(O[C:28](=O)[CH:29](OCC)[CH2:30]C1C2C(=CC=CC=2)C(O)=CC=1)C.C(Br)C=C.C(=O)([O-])[O-].[K+].[K+]>CC(C)=O>[CH2:1]([O:3][C:4](=[O:24])[CH:5]([O:21][CH2:22][CH3:23])[CH2:6][C:7]1[C:16]2[C:11](=[CH:12][CH:13]=[CH:14][CH:15]=2)[C:10]([OH:17])=[C:9]([CH2:30][CH:29]=[CH2:28])[CH:8]=1)[CH3:2] |f:3.4.5|. Reported procedure: 0.87 g (2.65 mmol) [rac]-3-(4-allyloxy-naphthalen-1-yl)-2-ethoxy-propionic acid ethyl ester [prepared from [rac]-2-ethoxy-3-(4-hydroxy-naphthalen-1-yl)-propionic acid ethyl ester (example 150 a] and allylbromide, potassium carbonate in acetone at 60° C.] was stirred for 2 hours at 160° C. without any solvent. The dark residue was purified by flash chromatography (silica gel, hexane/AcOEt=4:1) to yield 0.82 g (94%) of [rac]-3-(3-allyl-4-hydroxy-naphthalen-1-yl)-2-ethoxy-propionic acid ethyl ester... Reactants: ClC1=CC=C(C=C1)N1NC(C(C1=O)=O)N(C)C (1-(4′-chlorophenyl)-3-dimethylamino-4,5-pyrazolinedione), ClC1=CC=C(C=C1)N1NC(C(C1=O)=O)C(=O)O (1-(4′-chlorophenyl)-3-carboxy-4,5-pyrazolinedione), ClC1=CC=C(C=C1)N1NC(C(C1=O)=O)C(=O)OC (1-(4′-chlorophenyl)-3-methoxycarbonyl-4,5-pyrazolinedione), ClC1=CC=C(C=C1)N1NC(C(C1=O)=O)N(CC)CC (1-(4′-chlorophenyl)-3-diethylamino-4,5-pyrazolinedione), ClC1=CC=C(C=C1)N1NC(C(C1=O)=O)NC(C)=O (1-(4′-chlorophenyl)-3-acetamido-4,5-pyrazolinedione), ClC1=CC=C(C=C1)N1NC(C(C1=O)=O)C(=O)OCC (1-(4′-chlorophenyl)-3-ethoxycarbonyl-4,5-pyrazolinedione). Product: ClC1=CC=C(C=C1)N1NC(C(C1=O)=O)OCC (1-(4′-chlorophenyl)-3-ethoxy-4,5-pyrazolinedione). As a reaction SMILES: [Cl:1][C:2]1[CH:7]=[CH:6][C:5]([N:8]2[C:12](=[O:13])[C:11](=[O:14])[CH:10](N(C)C)[NH:9]2)=[CH:4][CH:3]=1.ClC1C=CC(N2[C:29](=[O:30])[C:28](=O)C(N(CC)CC)N2)=CC=1.ClC1C=CC(N2C(=O)C(=O)C(NC(=O)C)N2)=CC=1.ClC1C=CC(N2C(=O)C(=O)C(C(O)=O)N2)=CC=1.ClC1C=CC(N2C(=O)C(=O)C(C(OC)=O)N2)=CC=1.ClC1C=CC(N2C(=O)C(=O)C(C(OCC)=O)N2)=CC=1>>[Cl:1][C:2]1[CH:7]=[CH:6][C:5]([N:8]2[C:12](=[O:13])[C:11](=[O:14])[CH:10]([O:30][CH2:29][CH3:28])[NH:9]2)=[CH:4][CH:3]=1. Reported procedure: 1-(4′-chlorophenyl)-3-dimethylamino-4,5-pyrazolinedione; 1-(4′-chlorophenyl)-3-diethylamino-4,5-pyrazolinedione; 1-(4′-chlorophenyl)-3-acetamido-4,5-pyrazolinedione; 1-(4′-chlorophenyl)-3-carboxy-4,5-pyrazolinedione; 1-(4′-chlorophenyl)-3-methoxycarbonyl-4,5-pyrazolinedione; 1-(4′-chlorophenyl)-3-ethoxycarbonyl-4,5-pyrazolinedione; Reactants: C(#N)C1=CC=C(C=C1)SCCC(=O)O (3-(4-cyanophenylthio) propionic acid), [Br-].[Br-].[Br-].[Al+3] (aluminum tribromide), ClC(C#N)(Cl)Cl (trichloroacetonitrile). Yields the product ClC(C1=NC(=NC(=N1)C(Cl)(Cl)Cl)C1=CC=C(C=C1)SCCC(=O)O)(Cl)Cl (3-{4-[2,4-bis(trichloro methyl)-s-triazine-6-yl]phenylthio}propionic acid). RXN SMILES: [C:1]([C:3]1[CH:8]=[CH:7][C:6]([S:9][CH2:10][CH2:11][C:12]([OH:14])=[O:13])=[CH:5][CH:4]=1)#[N:2].[Br-].[Br-].[Br-].[Al+3].[Cl:19][C:20]([Cl:24])([Cl:23])[C:21]#[N:22]>>[Cl:19][C:20]([Cl:24])([Cl:23])[C:21]1[N:22]=[C:21]([C:20]([Cl:24])([Cl:23])[Cl:19])[N:22]=[C:1]([C:3]2[CH:4]=[CH:5][C:6]([S:9][CH2:10][CH2:11][C:12]([OH:14])=[O:13])=[CH:7][CH:8]=2)[N:2]=1 |f:1.2.3.4|. Procedure details: A solution containing 22 g of 3-(4-cyanophenylthio) propionic acid (106 mmol) and 2 g of aluminum tribromide (AlBr3) in 150 g of trichloroacetonitrile was dried at room temperature and bubbled with HCl. The solution was heated with a heat-gun in order to dissolve the starting materials remaining undissolved. The process of reaction was checked by TLC. The reaction product was formed gradually with the lapse of time. Then, the reaction was quenched after 24 hours and the reaction mixture was extr... Starting materials: N=C1C(=CN=C2N1C=CC1=CC=CC=C21)C(=O)OCC (ethyl 4-imino-4H-pyrimido[2,1-a]isoquinoline-3-carboxylate), C(C)(=O)O (acetic acid). The solvent is Cl (hydrochloric acid), O (H2O). The product is O=C1C(=CN=C2N1C=CC1=CC=CC=C21)C(=O)O (4-Oxo-4H-pyrimido[2,1-a]isoquinoline-3-carboxylic Acid). Reaction SMILES: N=[C:2]1[N:7]2[CH:8]=[CH:9][C:10]3[C:15]([C:6]2=[N:5][CH:4]=[C:3]1[C:16]([O:18]CC)=[O:17])=[CH:14][CH:13]=[CH:12][CH:11]=3.C(O)(=[O:23])C>Cl.O>[O:23]=[C:2]1[N:7]2[CH:8]=[CH:9][C:10]3[C:15]([C:6]2=[N:5][CH:4]=[C:3]1[C:16]([OH:18])=[O:17])=[CH:14][CH:13]=[CH:12][CH:11]=3. Reported procedure: A solution of ethyl 4-imino-4H-pyrimido[2,1-a]isoquinoline-3-carboxylate (1.0 g.) in acetic acid (20 ml.) and 37% hydrochloric acid (20 ml.) was refluxed for 35 minutes. The solution was cooled and diluted with H2O to precipitate the crude acid (760 mg.), m.p. 219°-231° (prior softening). Recrystallized material (2-methoxyethanol) and a m.p. of 249°-252° and mixed melting point of 252°-255° with product from Example 2. Reactants: FC(COC1=C(C(=O)Cl)C=C(C=C1)OCC(F)(F)F)(F)F (2,5-bis(2,2,2-trifluoroethoxy)benzoic acid chloride), NCC1NCCCC1 (2-aminomethylpiperidine). Yields the product FC(COC1=C(C(=O)NCC2NCCCC2)C=C(C=C1)OCC(F)(F)F)(F)F (2,5-bis(2,2,2-trifluoroethoxy)-N-(2-piperidylmethyl)benzamide). RXN SMILES: [F:1][C:2]([F:21])([F:20])[CH2:3][O:4][C:5]1[CH:13]=[CH:12][C:11]([O:14][CH2:15][C:16]([F:19])([F:18])[F:17])=[CH:10][C:6]=1[C:7](Cl)=[O:8].[NH2:22][CH2:23][CH:24]1[CH2:29][CH2:28][CH2:27][CH2:26][NH:25]1>>[F:1][C:2]([F:21])([F:20])[CH2:3][O:4][C:5]1[CH:13]=[CH:12][C:11]([O:14][CH2:15][C:16]([F:19])([F:18])[F:17])=[CH:10][C:6]=1[C:7]([NH:22][CH2:23][CH:24]1[CH2:29][CH2:28][CH2:27][CH2:26][NH:25]1)=[O:8]. Reported procedure: In still another aspect of the invention, a method of preparing a 2,5-bis(2,2,2-trifluoroethoxy)-N-(2-piperidylmethyl)benzamide is provided which comprises the following steps. Hydroquinone is contacted with 2,2,2-trifluoroethyl trifluoromethanesulfonate under conditions to yield 1,4-bis(2,2,2-trifluoroethoxy)benzene. Then, in the presence of a Lewis acid catalyst, the 1,4-bis(2,2,2-trifluoroethoxy)benzene is treated with an acetylation agent under conditions to create 2,5-bis(2,2,2-trifluoroeth...